This data is from the Open Reaction Database (ORD), a public repository of structured organic reaction records. The task is: describe an organic reaction: reactants, conditions, products, and yield Starting materials: O=C1CCC(=O)N1Cl, COc1cc2ccc(NC(=N)N)cc2c(=O)o1, CN(C)C=O. Product: COc1oc(=O)c2cc(NC(=N)N)ccc2c1Cl. Reaction SMILES: [Cl:18][N:19]1[C:20](=[O:21])[CH2:22][CH2:23][C:24]1=[O:25].[NH:1]([C:2](=[NH:3])[NH2:4])[c:5]1[cH:6][cH:7][c:8]2[cH:9][c:10]([O:16][CH3:17])[o:11][c:12](=[O:13])[c:14]2[cH:15]1.[O:26]=[CH:27][N:28]([CH3:29])[CH3:30]>>[NH:1]([C:2](=[NH:3])[NH2:4])[c:5]1[cH:6][cH:7][c:8]2[c:9]([Cl:18])[c:10]([O:16][CH3:17])[o:11][c:12](=[O:13])[c:14]2[cH:15]1.